Task: describe an organic reaction: reactants, conditions, products, and yield. Dataset: the Open Reaction Database (ORD), a public repository of structured organic reaction records Reactants: CN(C)C(=O)c1cccc(Br)c1, Cc1ccc(Br)cc1, [Li]C(C)(C)C, C1CCOC1, CCCCC, O. Yields the product Cc1ccc(C(=O)c2cccc(Br)c2)cc1. Reaction SMILES: [Br:14][c:15]1[cH:16][c:17]([C:18](=[O:19])[N:20]([CH3:21])[CH3:22])[cH:23][cH:24][cH:25]1.[Br:1][c:2]1[cH:3][cH:4][c:5]([CH3:8])[cH:6][cH:7]1.[C:9]([Li:10])([CH3:11])([CH3:12])[CH3:13].[CH2:27]1[O:28][CH2:29][CH2:30][CH2:31]1.[CH3:32][CH2:33][CH2:34][CH2:35][CH3:36].[OH2:26]>>[c:2]1([C:18]([c:17]2[cH:16][c:15]([Br:14])[cH:25][cH:24][cH:23]2)=[O:19])[cH:3][cH:4][c:5]([CH3:8])[cH:6][cH:7]1. Starting materials: [Al+3], C1CCOC1, COC(=O)c1sc2ccccc2c1C, [H-], [H-], [H-], [H-], [Li+], [Na+], [Na+], O, O, O, O, O, O, O, O, O, O, O=S(=O)([O-])[O-]. Yields the product Cc1c(CO)sc2ccccc12. As a reaction SMILES: [Al+3:16].[CH2:38]1[O:39][CH2:40][CH2:41][CH2:42]1.[CH3:1][c:2]1[c:3]2[c:4]([s:5][c:6]1[C:7](=[O:8])[O:9][CH3:10])[cH:11][cH:12][cH:13][cH:14]2.[H-:15].[H-:18].[H-:19].[H-:20].[Li+:17].[Na+:36].[Na+:37].[OH2:21].[OH2:22].[OH2:23].[OH2:24].[OH2:25].[OH2:26].[OH2:27].[OH2:28].[OH2:29].[OH2:30].[S:31]([O-:32])([O-:33])(=[O:34])=[O:35]>>[CH3:1][c:2]1[c:3]2[c:4]([s:5][c:6]1[CH2:7][OH:8])[cH:11][cH:12][cH:13][cH:14]2. Reactants: CCOCC1OC(OC(C)=O)C(OC(C)=O)C1OC(C)=O, Clc1nc(Cl)c2[nH]cnc2n1. Yields the product CCOCC1OC(n2cnc3c(Cl)nc(Cl)nc32)C(OC(C)=O)C1OC(C)=O. Reaction SMILES: [C:12]([O:13][CH:16]1[CH:17]([O:18][C:19]([CH3:20])=[O:21])[CH:22]([O:23][C:24]([CH3:25])=[O:26])[CH:27]([CH2:29][O:30][CH2:31][CH3:32])[O:28]1)(=[O:14])[CH3:15].[Cl:1][c:2]1[n:3][c:4]([Cl:11])[c:5]2[nH:6][cH:7][n:8][c:9]2[n:10]1>>[Cl:1][c:2]1[n:3][c:4]([Cl:11])[c:5]2[n:6][cH:7][n:8]([CH:16]3[CH:17]([O:18][C:19]([CH3:20])=[O:21])[CH:22]([O:23][C:24]([CH3:25])=[O:26])[CH:27]([CH2:29][O:30][CH2:31][CH3:32])[O:28]3)[c:9]2[n:10]1. Reactants: [Br-], [Br-], [Br-], [Br-], ClCCl, COC(Cl)Cl, COc1ccc(Cl)c(Cl)c1OC, O, [Ti+4]. Product: COc1cc(C=O)c(Cl)c(Cl)c1OC. Reaction SMILES: [Br-:22].[Br-:23].[Br-:24].[Br-:25].[CH2:19]([Cl:20])[Cl:21].[Cl:1][CH:2]([O:3][CH3:5])[Cl:4].[Cl:6][c:7]1[c:8]([Cl:17])[c:9]([O:15][CH3:16])[c:10]([O:13][CH3:14])[cH:11][cH:12]1.[OH2:18].[Ti+4:26]>>[CH:2](=[O:3])[c:12]1[c:7]([Cl:6])[c:8]([Cl:17])[c:9]([O:15][CH3:16])[c:10]([O:13][CH3:14])[cH:11]1. Reactants: O=C(O)C=C(CBr)C(=O)O, CCCCO, [Na+], [OH-], O. The product is O=C1C=C(CBr)C(=O)O1. Reaction SMILES: [Br:1][CH2:2][C:3]([C:4](=[O:5])[OH:6])=[CH:7][C:8](=[O:9])[OH:10].[CH2:13]([OH:14])[CH2:15][CH2:16][CH3:17].[Na+:12].[OH-:11].[OH2:18]>>[Br:1][CH2:2][C:3]1=[CH:7][C:8](=[O:9])[O:10][C:4]1=[O:6]. As a reaction SMILES: [Br:23][CH2:24][CH2:25][CH:26]([O:27][CH3:28])[O:29][CH3:30].[Cl:2][c:3]1[cH:4][cH:5][c:6](-[c:9]2[c:10](=[O:16])[nH:11][c:12](=[O:15])[nH:13][cH:14]2)[cH:7][n:8]1.[ClH:1].[K+:17].[K+:18].[O-:19][C:20]([O-:21])=[O:22].[O:31]=[CH:32][N:33]([CH3:34])[CH3:35]>>[Cl:2][c:3]1[cH:4][cH:5][c:6](-[c:9]2[c:10](=[O:16])[nH:11][c:12](=[O:15])[n:13]([CH2:24][CH2:25][CH:26]([O:27][CH3:28])[O:29][CH3:30])[cH:14]2)[cH:7][n:8]1. Product: COC(CCn1cc(-c2ccc(Cl)nc2)c(=O)[nH]c1=O)OC. Reactants: COC(CCBr)OC, O=c1[nH]cc(-c2ccc(Cl)nc2)c(=O)[nH]1, Cl, [K+], [K+], O=C([O-])[O-], CN(C)C=O. Starting materials: O=C1c2ccccc2C(=O)N1Cc1cn2cncc2s1, CCO, NN. Product: NCc1cn2cncc2s1. As a reaction SMILES: [C:3]1(=[O:4])[N:7]([CH2:8][c:9]2[cH:10][n:11]3[c:12]([s:13]2)[cH:14][n:15][cH:16]3)[C:5](=[O:6])[c:17]2[cH:18][cH:19][cH:20][cH:21][c:22]21.[CH3:23][CH2:24][OH:25].[NH2:1][NH2:2]>>[NH2:7][CH2:8][c:9]1[cH:10][n:11]2[c:12]([s:13]1)[cH:14][n:15][cH:16]2. As a reaction SMILES: [Cl:1][C:2]1[CH:3]=[CH:4][C:5]([OH:8])=[N:6][CH:7]=1.[CH2:9]([NH:16][C:17]([C:19]1[S:23][C:22](Br)=[N:21][C:20]=1[CH3:25])=[O:18])[C:10]1[CH:15]=[CH:14][CH:13]=[CH:12][CH:11]=1>>[CH2:9]([NH:16][C:17]([C:19]1[S:23][C:22]([N:6]2[CH:7]=[C:2]([Cl:1])[CH:3]=[CH:4][C:5]2=[O:8])=[N:21][C:20]=1[CH3:25])=[O:18])[C:10]1[CH:11]=[CH:12][CH:13]=[CH:14][CH:15]=1. Isolated yield 39.0%. Reported procedure: Following the procedure as described in Example 3, making variations only as required to use 5-chloro-2-hydroxypyridine in place of 4-aminopyridin-2(1H)-one to react with N-benzyl-2-bromo-4-methylthiazole-5-carboxamide, the title compound was obtained as a white solid in 39% yield: mp 173-174° C.; 1H NMR (300 MHz, CDCl3) δ 8.79 (d, J=2.4 Hz, 1H), 7.36-7.23 (m, 6H), 6.61 (d, J=9.9 Hz, 1H), 6.43 (s, 1H), 4.55 (d, J=5.4 Hz, 2H), 2.66 (s, 3H); 13C NMR (75 MHz, CDCl3) δ 161.9, 158.8, 152.4, 152.0, 14... The product is C(C1=CC=CC=C1)NC(=O)C1=C(N=C(S1)N1C(C=CC(=C1)Cl)=O)C (N-Benzyl-2-(5-chloro-2-oxopyridin-1(2H)-yl)-4-methylthiazole-5-carboxamide). Starting materials: ClC=1C=CC(=NC1)O (5-chloro-2-hydroxypyridine), C(C1=CC=CC=C1)NC(=O)C1=C(N=C(S1)Br)C (N-benzyl-2-bromo-4-methylthiazole-5-carboxamide). Reactants: CC(=O)O, CCc1nc2c(cnn2CC)c(NC2CCOCC2)c1CNC(=O)c1cccc(C(=O)NCc2cc(C)cc(-c3cccc(C=O)c3)c2)c1, CC1CNCC(C)N1, ClCCl. The product is CCc1nc2c(cnn2CC)c(NC2CCOCC2)c1CNC(=O)c1cccc(C(=O)NCc2cc(C)cc(-c3cccc(CN4CC(C)NC(C)C4)c3)c2)c1. As a reaction SMILES: [C:58]([OH:59])(=[O:60])[CH3:61].[CH2:1]([CH3:2])[n:3]1[n:4][cH:5][c:6]2[c:7]1[n:8][c:9]([CH2:48][CH3:49])[c:10]([CH2:19][NH:20][C:21](=[O:22])[c:23]1[cH:24][c:25]([C:29](=[O:30])[NH:31][CH2:32][c:33]3[cH:34][c:35](-[c:40]4[cH:41][c:42]([CH:46]=[O:47])[cH:43][cH:44][cH:45]4)[cH:36][c:37]([CH3:39])[cH:38]3)[cH:26][cH:27][cH:28]1)[c:11]2[NH:12][CH:13]1[CH2:14][CH2:15][O:16][CH2:17][CH2:18]1.[CH3:50][CH:51]1[NH:52][CH:53]([CH3:57])[CH2:54][NH:55][CH2:56]1.[Cl:62][CH2:63][Cl:64]>>[CH2:1]([CH3:2])[n:3]1[n:4][cH:5][c:6]2[c:7]1[n:8][c:9]([CH2:48][CH3:49])[c:10]([CH2:19][NH:20][C:21](=[O:22])[c:23]1[cH:24][c:25]([C:29](=[O:30])[NH:31][CH2:32][c:33]3[cH:34][c:35](-[c:40]4[cH:41][c:42]([CH2:46][N:55]5[CH2:54][CH:53]([CH3:57])[NH:52][CH:51]([CH3:50])[CH2:56]5)[cH:43][cH:44][cH:45]4)[cH:36][c:37]([CH3:39])[cH:38]3)[cH:26][cH:27][cH:28]1)[c:11]2[NH:12][CH:13]1[CH2:14][CH2:15][O:16][CH2:17][CH2:18]1.